This data is from the Open Reaction Database (ORD), a public repository of structured organic reaction records. The task is: describe an organic reaction: reactants, conditions, products, and yield Reactants: NC1=C(C=C(C=C1)C1(CCC1)C(=O)OCC)OCC(F)(F)F (ethyl 1-(4-amino-3-(2,2,2-trifluoroethoxy)phenyl)cyclobutanecarboxylate), C1CC(=O)N(C1=O)Cl (NCS). The solvent is O (water), C(Cl)(Cl)Cl (CHCl3). Yields the product NC1=C(C=C(C=C1OCC(F)(F)F)C1(CCC1)C(=O)OCC)Cl (ethyl 1-(4-amino-3-chloro-5-(2,2,2-trifluoroethoxy)phenyl)cyclobutanecarboxylate). Isolated yield 18.1%. As a reaction SMILES: [NH2:1][C:2]1[CH:7]=[CH:6][C:5]([C:8]2([C:12]([O:14][CH2:15][CH3:16])=[O:13])[CH2:11][CH2:10][CH2:9]2)=[CH:4][C:3]=1[O:17][CH2:18][C:19]([F:22])([F:21])[F:20].C1C(=O)N([Cl:30])C(=O)C1>C(Cl)(Cl)Cl.O>[NH2:1][C:2]1[C:3]([O:17][CH2:18][C:19]([F:20])([F:21])[F:22])=[CH:4][C:5]([C:8]2([C:12]([O:14][CH2:15][CH3:16])=[O:13])[CH2:11][CH2:10][CH2:9]2)=[CH:6][C:7]=1[Cl:30]. Procedure: To a stirred solution of ethyl 1-(4-amino-3-(2,2,2-trifluoroethoxy)phenyl)cyclobutanecarboxylate (2.0 g, 6.3 mmol) in dry CHCl3 (30 mL), NCS (0.842 g, 6.3 mmol) was added at 0° C. The reaction mixture was allowed to stir for 3 at room temperature to complete the reaction. The reaction mixture was diluted with water, extracted with DCM (2×100 mL), the combined organic solvents was dried over Na2SO4, filtered and concentrated in vacuo. The crude reaction mixture was purified by Flash column chroma... Starting materials: NCC1CNC2=CC=CC=C2C1 (3(R,S)-aminomethyl-1,2,3,4-tetrahydroquinoline), ClC(=O)OC (methyl chloroformate). Conditions: temperature 0 celsius, time 2 hour. Product: COC(=O)NCC1CNC2=CC=CC=C2C1 (3(R,S)-Methoxycarbonylaminomethyl-1,2,3,4-tetrahydroquinoline). Reaction SMILES: [NH2:1][CH2:2][CH:3]1[CH2:12][C:11]2[C:6](=[CH:7][CH:8]=[CH:9][CH:10]=2)[NH:5][CH2:4]1.Cl[C:14]([O:16][CH3:17])=[O:15]>>[CH3:17][O:16][C:14]([NH:1][CH2:2][CH:3]1[CH2:12][C:11]2[C:6](=[CH:7][CH:8]=[CH:9][CH:10]=2)[NH:5][CH2:4]1)=[O:15]. Reported procedure: The title compound is prepared from 3.1 g of 3(R,S)-aminomethyl-1,2,3,4-tetrahydroquinoline and 2.2 ml methyl chloroformate in an analogous manner to that described in Example 54) (stirring for 2 h at 0° C.) and is purified by chromatography over silica gel with a 1:2 mixture of hexane and ethyl acetate as the mobile phase: Rf (A)=0.25; FAB-MS: (M+H)+ =221. Reactants: Br (hydrogen bromide), C(C)OC(C(CCCCC=CC1=C(C=CC=C1)Cl)(C)C)=O (8-(2-Chlorophenyl)-2,2-dimethyl-oct-7-enoic acid ethyl ester), ice water. The solvent is C(C)(=O)O (acetic acid). Run at temperature 15 celsius. Product: C(C)OC(C(CCCCCC(C1=C(C=CC=C1)Cl)Br)(C)C)=O (8-bromo-8-(2-chlorophenyl)2,2-dimethyloctanoic acid ethyl ester). Yield: 81.8%. RXN SMILES: [CH2:1]([O:3][C:4](=[O:21])[C:5]([CH3:20])([CH3:19])[CH2:6][CH2:7][CH2:8][CH2:9][CH:10]=[CH:11][C:12]1[CH:17]=[CH:16][CH:15]=[CH:14][C:13]=1[Cl:18])[CH3:2].[BrH:22]>C(O)(=O)C>[CH2:1]([O:3][C:4](=[O:21])[C:5]([CH3:20])([CH3:19])[CH2:6][CH2:7][CH2:8][CH2:9][CH2:10][CH:11]([Br:22])[C:12]1[CH:17]=[CH:16][CH:15]=[CH:14][C:13]=1[Cl:18])[CH3:2]. Procedure details: 8-(2-Chlorophenyl)-2,2-dimethyl-oct-7-enoic acid ethyl ester (7 g, 22.8 mmol) was dissolved in glacial acetic acid (60 mL). The solution was cooled in an ice-bath (ca. 15° C.), while dry hydrogen bromide was passed into the solution for 8 h. The reaction mixture was poured into ice-water (130 mL) and extracted with ethyl acetate (3×50 mL). The combined organic layers were washed with saturated NaHCO3 solution (100 mL), dried over Na2SO4, and concentrated under reduced pressure. The crude product... The reactants are COC(C1=C(C=C(C(=C1)I)C(C)F)N)=O (2-amino-4-(1-fluoro-ethyl)-5-iodo-benzoic acid methyl ester), CN1N=CC=C1[Sn](CCCC)(CCCC)CCCC (1-methyl-5-tributylstannanyl-1H-pyrazole). The reagents and catalysts are Cl[Pd]([P](C1=CC=CC=C1)(C2=CC=CC=C2)C3=CC=CC=C3)([P](C4=CC=CC=C4)(C5=CC=CC=C5)C6=CC=CC=C6)Cl (Pd(PPh3)2Cl2). Solvent: O1CCOCC1 (dioxane). Reaction conditions: temperature 90 celsius, time 24 hour. The product is COC(C1=C(C=C(C(=C1)C=1N(N=CC1)C)C(C)F)N)=O (2-amino-4-(1-fluoro-ethyl)-5-(2-methyl-2H-pyrazol-3-yl)-benzoic acid methyl ester). The yield is 93.5%. Reaction SMILES: [CH3:1][O:2][C:3](=[O:15])[C:4]1[CH:9]=[C:8](I)[C:7]([CH:11]([F:13])[CH3:12])=[CH:6][C:5]=1[NH2:14].[CH3:16][N:17]1[C:21]([Sn](CCCC)(CCCC)CCCC)=[CH:20][CH:19]=[N:18]1>O1CCOCC1.Cl[Pd](Cl)([P](C1C=CC=CC=1)(C1C=CC=CC=1)C1C=CC=CC=1)[P](C1C=CC=CC=1)(C1C=CC=CC=1)C1C=CC=CC=1>[CH3:1][O:2][C:3](=[O:15])[C:4]1[CH:9]=[C:8]([C:21]2[N:17]([CH3:16])[N:18]=[CH:19][CH:20]=2)[C:7]([CH:11]([F:13])[CH3:12])=[CH:6][C:5]=1[NH2:14] |^1:43,62|. Procedure: To a solution of 2-amino-4-(1-fluoro-ethyl)-5-iodo-benzoic acid methyl ester (0.339 g, 1.05 mmol) in dioxane (5 mL) were added 1-methyl-5-tributylstannanyl-1H-pyrazole (0.842 g, 2.14 mmol) and Pd(PPh3)2Cl2 (75.1 mg, 0.105 mmol) and the resulting mixture was stirred at 90° C. for 24 h. The solvent was removed in vacuo to afford a dark oil. The crude product was purified by flash chromatography (silica gel, EtOAc/hexanes (0:10 to 4:6)) to give 2-amino-4-(1-fluoro-ethyl)-5-(2-methyl-2H-pyrazol-3-yl... The reactants are C([O-])([O-])=O.[K+].[K+] (potassium carbonate), O1C(=NC2=C1C=CC=C2)C=2C=CC(=C(N)C2)NC2CCOCC2 (5-(benzoxazol-2-yl)-2-(tetrahydropyran-4-yl)aminoaniline), OOS(=O)[O-].[K+] (oxone), isopropyl aldehyde. The solvent is CN(C)C=O (DMF), O (water). Run at time 2.5 hour. Product: O1C(=NC2=C1C=CC=C2)C2=CC1=C(N(C(=N1)C(C)C)C1CCOCC1)C=C2 (5-(benzoxazol-2-yl)-2-isopropyl-1-(tetrahydropyran-4-yl)benzimidazole). Isolated yield 80.0%. RXN SMILES: [O:1]1[C:5]2[CH:6]=[CH:7][CH:8]=[CH:9][C:4]=2[N:3]=[C:2]1[C:10]1[CH:11]=[CH:12][C:13]([NH:17][CH:18]2[CH2:23][CH2:22][O:21][CH2:20][CH2:19]2)=[C:14]([CH:16]=1)[NH2:15].OOS([O-])=O.[K+].C(=O)([O-])[O-].[K+].[K+]>CN(C=O)C.O>[O:1]1[C:5]2[CH:6]=[CH:7][CH:8]=[CH:9][C:4]=2[N:3]=[C:2]1[C:10]1[CH:11]=[CH:12][C:13]2[N:17]([CH:18]3[CH2:23][CH2:22][O:21][CH2:20][CH2:19]3)[C:2]([CH:10]([CH3:11])[CH3:16])=[N:15][C:14]=2[CH:16]=1 |f:1.2,3.4.5|. Procedure details: 5-(Benzoxazol-2-yl)-2-(tetrahydropyran-4-yl)aminoaniline (see Working Example 20-2) (0.15 g, 0.484 mmol) was dissolved in DMF (3 mL) and water (0.1 mL), isopropyl aldehyde (0.04 g, 0.561 mmol) was added followed by oxone (0.19 g, 0.310 mmol), and this was stirred at room temperature for 2.5 hours. Aqueous potassium carbonate solution (0.09 g/15 mL) was added to the reaction solution. This was extracted with chloroform, washed with water, and after drying over magnesium sulfate, this was concentr...